This data is from the Open Reaction Database (ORD), a public repository of structured organic reaction records. The task is: describe an organic reaction: reactants, conditions, products, and yield Reactants: BrC=1C=C2C=3N(C(C(NC3C1)=O)=O)C(CC2)CC(=O)O (9-bromo-5-carboxymethyl-6,7-dihydro-1H, 5H-pyrido[1,2,3-de]quinoxaline-2,3-dione), NC1=CC=NC=C1 (4-aminopyridine). Yields the product BrC=1C=C2C=3N(C(C(NC3C1)=O)=O)C(CC2)CC(NC2=CC=NC=C2)=O (9-Bromo-5-(4-pyridylcarbamoylmethyl)-6,7-dihydro-1H, 5H-pyrido[1,2,3-de]quinoxaline-2,3-dione). Yield: 69.4%. Reaction SMILES: [Br:1][C:2]1[CH:3]=[C:4]2[CH2:16][CH2:15][CH:14]([CH2:17][C:18]([OH:20])=O)[N:6]3[C:7](=[O:13])[C:8](=[O:12])[NH:9][C:10]([CH:11]=1)=[C:5]23.[NH2:21][C:22]1[CH:27]=[CH:26][N:25]=[CH:24][CH:23]=1>>[Br:1][C:2]1[CH:3]=[C:4]2[CH2:16][CH2:15][CH:14]([CH2:17][C:18](=[O:20])[NH:21][C:22]3[CH:27]=[CH:26][N:25]=[CH:24][CH:23]=3)[N:6]3[C:7](=[O:13])[C:8](=[O:12])[NH:9][C:10]([CH:11]=1)=[C:5]23. Procedure details: A procedure similar to that described in Example 51 was carried out with 9-bromo-5-carboxymethyl-6,7-dihydro-1H, 5H-pyrido[1,2,3-de]quinoxaline-2,3-dione (170 mg, 0.5 mmol) and 4-aminopyridine (60 mg, 0.64 mmol) to give 144 mg of the title compound (69%): mp>270° C.; 1H NMR (270 MHz, DMSO-d6) δ12.10 (bs, 1H), 10.90 (s, 1H), 9.04 (d, 1H, J=2 Hz), 8.50 (d, 2H, J=5.4 Hz), 8.31 (d, 1H, J=9 Hz), 7.78 (dd, 1H, J=5.4, 9 Hz), 7.24 (d, 1H, J=2 Hz), 7.19 (d, 1H, J=2 Hz), 5.17~5.28 (m, 1H), 3.05 (ddd, 1H, ... Reactants: C(C)OC(=O)C=1C(=C2C(=CN1)SN=C2C2=CC=CC=C2)O (4-hydroxy-3-phenyl-isothiazolo[5,4-c]pyridine-5-carboxylic acid ethyl ester), NCC(=O)O (glycine). Yields the product OC1=C2C(=CN=C1C(=O)NCC(=O)O)SN=C2C2=CC=CC=C2 ([(4-Hydroxy-3-phenyl-isothiazolo[5,4-c]pyridine-5-carbonyl)-amino]-acetic acid). As a reaction SMILES: C(O[C:4]([C:6]1[C:7]([OH:21])=[C:8]2[C:14]([C:15]3[CH:20]=[CH:19][CH:18]=[CH:17][CH:16]=3)=[N:13][S:12][C:9]2=[CH:10][N:11]=1)=[O:5])C.[NH2:22][CH2:23][C:24]([OH:26])=[O:25]>>[OH:21][C:7]1[C:6]([C:4]([NH:22][CH2:23][C:24]([OH:26])=[O:25])=[O:5])=[N:11][CH:10]=[C:9]2[S:12][N:13]=[C:14]([C:15]3[CH:16]=[CH:17][CH:18]=[CH:19][CH:20]=3)[C:8]=12. Procedure: Prepared in analogy to Example 1 from 4-hydroxy-3-phenyl-isothiazolo[5,4-c]pyridine-5-carboxylic acid ethyl ester and glycine; MS (m/z): 330.09 (M+H+). Isolated yield 45.8%. Run at time 1 hour. Product: NCCOC1=CC(=CC=2N(C=3C=CC=C(C3C12)C(=O)N)CC1=CC=CC=C1)OC (4-(2-amino)ethyloxy-9-benzyl-2-methoxycarbazole-5-carboxamide). Reactants: [H-].[Al+3].[Li+].[H-].[H-].[H-].C1CCOC1 (lithium aluminum hydride THF), OS(=O)(=O)O (H2SO4), C(C1=CC=CC=C1)N1C=2C=CC=C(C2C=2C(=CC(=CC12)OC)OCC#N)C(=O)N (9-benzyl-4-cyanomethyloxy-2-methoxycarbazole-5-carboxamide). Procedure details: To 1.25 ml (1.25 mmol) 1M lithium aluminum hydride/THF in 8.3 ml THF at 0° C. was added H2SO4(34.5 μl, 0.63 mmol) dropwise over 5 min. The mixture was allowed to stir at room temperature 1 hour, then a suspension of 9-benzyl-4-cyanomethyloxy-2-methoxycarbazole-5-carboxamide (0.32 g, 0.83 mmol) in 8.3 ml THF was added dropwise at a rate which kept the temperature below 26° C. After an additional 45 minutes, the reaction was quenched with 0.32 ml 1:1 THF/H2O, 0.48 ml 13% NaOH, and finally 51 μl H2... RXN SMILES: [H-].[Al+3].[Li+].[H-].[H-].[H-].C1COCC1.OS(O)(=O)=O.[CH2:17]([N:24]1[C:36]2[CH:35]=[C:34]([O:37][CH3:38])[CH:33]=[C:32]([O:39][CH2:40][C:41]#[N:42])[C:31]=2[C:30]2[C:29]([C:43]([NH2:45])=[O:44])=[CH:28][CH:27]=[CH:26][C:25]1=2)[C:18]1[CH:23]=[CH:22][CH:21]=[CH:20][CH:19]=1>C1COCC1>[NH2:42][CH2:41][CH2:40][O:39][C:32]1[C:31]2[C:30]3[C:29]([C:43]([NH2:45])=[O:44])=[CH:28][CH:27]=[CH:26][C:25]=3[N:24]([CH2:17][C:18]3[CH:19]=[CH:20][CH:21]=[CH:22][CH:23]=3)[C:36]=2[CH:35]=[C:34]([O:37][CH3:38])[CH:33]=1 |f:0.1.2.3.4.5.6|. Solvent: C1CCOC1 (THF), C1CCOC1 (THF).